This data is from the Open Reaction Database (ORD), a public repository of structured organic reaction records. The task is: describe an organic reaction: reactants, conditions, products, and yield Starting materials: C(CCCCCCCCCCCCCCCCC)(=O)OCC (ethyl stearate), C(CCCCCCC\C=C/CCCCCCCC)(=O)O (oleic acid), CCOC(=O)[C@H](CCC1=CC=CC=C1)N[C@H]2CCCN3CCC[C@H](N3C2=O)C(=O)O.O (Justor). Conditions: temperature 100 fahrenheit, time 2 hour. Yields the product C(CCCCCCCCCCCCCCC)(=O)O (palmitic acid). RXN SMILES: [C:1]([O:20]CC)(=[O:19])[CH2:2][CH2:3][CH2:4][CH2:5][CH2:6][CH2:7][CH2:8][CH2:9][CH2:10][CH2:11][CH2:12][CH2:13][CH2:14][CH2:15][CH2:16]CC.C(O)(=O)CCCCCCC/C=C\CCCCCCCC.CCOC([C@@H](N[C@@H]1C(=O)N2N(CCC[C@H]2C(O)=O)CCC1)CCC1C=CC=CC=1)=O.O>>[C:1]([OH:20])(=[O:19])[CH2:2][CH2:3][CH2:4][CH2:5][CH2:6][CH2:7][CH2:8][CH2:9][CH2:10][CH2:11][CH2:12][CH2:13][CH2:14][CH2:15][CH3:16] |f:2.3|. Reported procedure: 1.500 Grams of ethyl stearate, 6.25 mg of PGE 2 and 62.5 mg of oleic acid were placed in a Pyrex test tube and heated to about 100° F. on a hot plate with periodic agitation. The mixture rapidly melted to afford a clear solution. A standard laboratory micropipette (Justor 1100BG manufactured by Nichiryo and available from Sigma, St. Louis, Mo. USA with volume dispensed adjustable from 10.0 to 100.0 microliters; and Sigma pipette tips—catalog #B-6429) was repeatedly dipped into this solution and ... The reactants are O=C1CCC(=O)N1Br, CC(C)Cn1cnc2c(N)nc3ccccc3c21, ClC(Cl)Cl. Product: CC(C)Cn1cnc2c(N)nc3ccc(Br)cc3c21. RXN SMILES: [Br:19][N:20]1[C:21](=[O:22])[CH2:23][CH2:24][C:25]1=[O:26].[CH3:1][CH:2]([CH3:3])[CH2:4][n:5]1[cH:6][n:7][c:8]2[c:9]([NH2:10])[n:11][c:12]3[cH:13][cH:14][cH:15][cH:16][c:17]3[c:18]12.[CH:27]([Cl:28])([Cl:29])[Cl:30]>>[CH3:1][CH:2]([CH3:3])[CH2:4][n:5]1[cH:6][n:7][c:8]2[c:9]([NH2:10])[n:11][c:12]3[cH:13][cH:14][c:15]([Br:19])[cH:16][c:17]3[c:18]12. Solvent: O (water), [OH-].[Na+] (sodium hydroxide), [OH-].[Na+] (sodium hydroxide). Starting materials: N[C@@H](CCC(O)=O)C(=O)N[C@@H](CCC(=O)O)C(=O)O (α-glutamylglutamic acid), C(CCCCCCCCCCC)(=O)Cl (lauroyl chloride), C(CCCCCCCCCCC)(=O)Cl (lauroyl chloride), CC(=O)C (acetone), C(CCCCCCCCCCC)(=O)Cl (lauroyl chloride), Cl (hydrochloric acid). Reported procedure: A suspension of 20 g (0.0724 mols) of α-glutamylglutamic acid in 70 ml of water was dissolved in a 27-% sodium hydroxide aqueous solution until the pH reached 11, and 35 ml of acetone were added thereto. To the solution were added dropwise 15.8 g (0.0724 mols) of lauroyl chloride over a period of 1 hour. When adding lauroyl chloride, the temperature was maintained at 10° C., and 27-% sodium hydroxide was added dropwise simultaneously to keep the pH constant. After the addition of lauroyl chlorid... The product is C(CCCCCCCCCCC)(=O)N[C@@H](CCC(O)=O)C(=O)N[C@@H](CCC(=O)O)C(=O)O (N-(N'-lauroyl-α-glutamyl)glutamic acid). Isolated yield 92.2%. Conditions: temperature 10 celsius, time 30 minute. RXN SMILES: [NH2:1][C@H:2]([C:8]([NH:10][C@H:11]([C:17]([OH:19])=[O:18])[CH2:12][CH2:13][C:14]([OH:16])=[O:15])=[O:9])[CH2:3][CH2:4][C:5](=[O:7])[OH:6].CC(C)=O.[C:24](Cl)(=[O:36])[CH2:25][CH2:26][CH2:27][CH2:28][CH2:29][CH2:30][CH2:31][CH2:32][CH2:33][CH2:34][CH3:35].Cl>O.[OH-].[Na+]>[C:24]([NH:1][C@H:2]([C:8]([NH:10][C@H:11]([C:17]([OH:19])=[O:18])[CH2:12][CH2:13][C:14]([OH:16])=[O:15])=[O:9])[CH2:3][CH2:4][C:5](=[O:6])[OH:7])(=[O:36])[CH2:25][CH2:26][CH2:27][CH2:28][CH2:29][CH2:30][CH2:31][CH2:32][CH2:33][CH2:34][CH3:35] |f:5.6|.